This data is from the Open Reaction Database (ORD), a public repository of structured organic reaction records. The task is: describe an organic reaction: reactants, conditions, products, and yield Product: CC(C)[Si](C(C)C)(C(C)C)n1ccc2ccc(Cl)nc21. RXN SMILES: [CH2:24]1[O:25][CH2:26][CH2:27][CH2:28]1.[CH:13]([CH3:14])([CH3:15])[Si:16]([CH:17]([CH3:18])[CH3:19])([CH:20]([CH3:21])[CH3:22])[Cl:23].[Cl:1][c:2]1[cH:3][cH:4][c:5]2[c:6]([n:7]1)[nH:8][cH:9][cH:10]2.[H-:12].[Na+:11]>>[Cl:1][c:2]1[cH:3][cH:4][c:5]2[c:6]([n:7]1)[n:8]([Si:16]([CH:13]([CH3:14])[CH3:15])([CH:17]([CH3:18])[CH3:19])[CH:20]([CH3:21])[CH3:22])[cH:9][cH:10]2. The reactants are C1CCOC1, CC(C)[Si](Cl)(C(C)C)C(C)C, Clc1ccc2cc[nH]c2n1, [H-], [Na+]. Reactants: C(C)OC1=C(C(=O)O)C=CC(=C1)C#N (2-Ethoxy-4-cyanobenzoic acid), S(=O)(Cl)Cl (thionyl chloride). Run in C(Cl)Cl (CH2Cl2). The product is C(C)OC1=C(C(=O)Cl)C=CC(=C1)C#N (2-Ethoxy-4-cyanobenzoyl chloride). Yield: 99.0%. Reaction SMILES: [CH2:1]([O:3][C:4]1[CH:12]=[C:11]([C:13]#[N:14])[CH:10]=[CH:9][C:5]=1[C:6](O)=[O:7])[CH3:2].S(Cl)([Cl:17])=O>C(Cl)Cl>[CH2:1]([O:3][C:4]1[CH:12]=[C:11]([C:13]#[N:14])[CH:10]=[CH:9][C:5]=1[C:6]([Cl:17])=[O:7])[CH3:2]. Reported procedure: 2-Ethoxy-4-cyanobenzoic acid (10 g, 52.3 mmol), prepared as in Preparation 10, and thionyl chloride (50 ml,) were refluxed in CH2Cl2 (80 ml) for 5 h. Solvent was removed under vacuum to leave 10.9 g of an off white solid (52 mmol, yield 99%) that was used without further purification. The reactants are C(C)(=O)N[C@H](COC1=NOC(=C1)C(=O)O)C (3-{[(2S)-2-(acetylamino)propyl]oxy}isoxazole-5-carboxylic acid), NC1=C(C=C(C=C1)OCC1CC1)SCCC(=O)OCC(CCCC)CC (2-ethylhexyl 3-{[2-amino-5-(cyclopropylmethoxy)phenyl]sulfanyl}propanoate). The product is C(C)(=O)N[C@H](COC1=NOC(=C1)C(=O)NC1=C(C=C(C=C1)OCC1CC1)SCCC(=O)OCC(CCCC)CC)C (2-ethylhexyl 3-{[2-{[(3-{[(2S)-2-(acetylamino)propyl]oxy}isoxazol-5-yl)carbonyl]amino}-5-(cyclopropylmethoxy)phenyl]sulfanyl}propanoate). RXN SMILES: [C:1]([NH:4][C@@H:5]([CH3:16])[CH2:6][O:7][C:8]1[CH:12]=[C:11]([C:13]([OH:15])=O)[O:10][N:9]=1)(=[O:3])[CH3:2].[NH2:17][C:18]1[CH:23]=[CH:22][C:21]([O:24][CH2:25][CH:26]2[CH2:28][CH2:27]2)=[CH:20][C:19]=1[S:29][CH2:30][CH2:31][C:32]([O:34][CH2:35][CH:36]([CH2:41][CH3:42])[CH2:37][CH2:38][CH2:39][CH3:40])=[O:33]>>[C:1]([NH:4][C@@H:5]([CH3:16])[CH2:6][O:7][C:8]1[CH:12]=[C:11]([C:13]([NH:17][C:18]2[CH:23]=[CH:22][C:21]([O:24][CH2:25][CH:26]3[CH2:27][CH2:28]3)=[CH:20][C:19]=2[S:29][CH2:30][CH2:31][C:32]([O:34][CH2:35][CH:36]([CH2:41][CH3:42])[CH2:37][CH2:38][CH2:39][CH3:40])=[O:33])=[O:15])[O:10][N:9]=1)(=[O:3])[CH3:2]. Procedure: Using 3-{[(2S)-2-(acetylamino)propyl]oxy}isoxazole-5-carboxylic acid and 2-ethylhexyl 3-{[2-amino-5-(cyclopropylmethoxy)phenyl]sulfanyl}propanoate, and in the same manner as in Example 2, step C, the title compound was obtained. The reactants are C(=O)(O)C1=CC=C(C=O)C=C1 (4-carboxybenzaldehyde), C(CC)N (N-propylamine), N,N'-carbonyldiimidazole, O1CCCC1 (tetrahydrofuran). Run in O (water). Conditions: time 3 hour. Yields the product C(=O)C1=CC=C(C(=O)NCCC)C=C1 (p-formyl-N-propylbenzamide). As a reaction SMILES: [C:1]([C:4]1[CH:11]=[CH:10][C:7]([CH:8]=[O:9])=[CH:6][CH:5]=1)([OH:3])=O.O1CCCC1.[CH2:17]([NH2:20])[CH2:18][CH3:19]>O>[CH:8]([C:7]1[CH:10]=[CH:11][C:4]([C:1]([NH:20][CH2:17][CH2:18][CH3:19])=[O:3])=[CH:5][CH:6]=1)=[O:9]. Procedure details: A mixture of 15.0 g. of 4-carboxybenzaldehyde, 17.0 g. of N,N'-carbonyldiimidazole and 100 ml. of tetrahydrofuran is allowed to stand at room temperature for 3 hours, then 9.8 ml. of N-propylamine are added. The reaction mixture is allowed to stand at room temperature for 18 hours and is then heated at reflux temperature for one hour, diluted with water and concentrated. The oil which separates is washed twice with water and then purified by partition chromatography to yield p-formyl-N-propylben... Reactants: CN(C)c1ccncc1, CC1=CC2C(C(C)C)CCC(C)C2(O)C(OC(=O)C2CC3(O)c4cccc(Cl)c4N(C)OC3N2)C1O, C=C(C)OC(=O)Cl, ClCCl. The product is C=C(C)OC(=O)OC1C(C)=CC2C(C(C)C)CCC(C)C2(O)C1OC(=O)C1CC2(O)c3cccc(Cl)c3N(C)OC2N1. Reaction SMILES: [CH3:44][N:45]([CH3:46])[c:47]1[cH:48][cH:49][n:50][cH:51][cH:52]1.[Cl:1][c:2]1[cH:3][cH:4][cH:5][c:6]2[c:11]1[N:10]([CH3:12])[O:9][CH:8]1[C:7]2([OH:36])[CH2:15][CH:14]([C:16](=[O:17])[O:18][CH:19]2[CH:20]([OH:35])[C:21]([CH3:34])=[CH:22][CH:23]3[CH:24]([CH:31]([CH3:32])[CH3:33])[CH2:25][CH2:26][CH:27]([CH3:30])[C:28]23[OH:29])[NH:13]1.[Cl:37][C:38](=[O:39])[O:40][C:41](=[CH2:42])[CH3:43].[Cl:53][CH2:54][Cl:55]>>[Cl:1][c:2]1[cH:3][cH:4][cH:5][c:6]2[c:11]1[N:10]([CH3:12])[O:9][CH:8]1[C:7]2([OH:36])[CH2:15][CH:14]([C:16](=[O:17])[O:18][CH:19]2[CH:20]([O:35][C:38](=[O:39])[O:40][C:41](=[CH2:42])[CH3:43])[C:21]([CH3:34])=[CH:22][CH:23]3[CH:24]([CH:31]([CH3:32])[CH3:33])[CH2:25][CH2:26][CH:27]([CH3:30])[C:28]23[OH:29])[NH:13]1.